This data is from the Open Reaction Database (ORD), a public repository of structured organic reaction records. The task is: describe an organic reaction: reactants, conditions, products, and yield The reactants are B, CC(C)(C)OC(=O)N1CCC(C(=O)O)(c2ccc(F)cc2)CC1, CO, CCOC(C)=O, C1CCOC1, C1CCOC1. Product: CC(C)(C)OC(=O)N1CCC(CO)(c2ccc(F)cc2)CC1. RXN SMILES: [BH3:29].[C:1]([CH3:2])([CH3:3])([CH3:4])[O:5][C:6](=[O:7])[N:8]1[CH2:9][CH2:10][C:11]([C:14](=[O:15])[OH:16])([c:17]2[cH:18][cH:19][c:20]([F:23])[cH:21][cH:22]2)[CH2:12][CH2:13]1.[CH3:30][OH:31].[CH3:37][CH2:38][O:39][C:40](=[O:41])[CH3:42].[O:24]1[CH2:25][CH2:26][CH2:27][CH2:28]1.[O:32]1[CH2:33][CH2:34][CH2:35][CH2:36]1>>[C:1]([CH3:2])([CH3:3])([CH3:4])[O:5][C:6](=[O:7])[N:8]1[CH2:9][CH2:10][C:11]([CH2:14][OH:15])([c:17]2[cH:18][cH:19][c:20]([F:23])[cH:21][cH:22]2)[CH2:12][CH2:13]1.